From a dataset of the Open Reaction Database (ORD), a public repository of structured organic reaction records. describe an organic reaction: reactants, conditions, products, and yield The reactants are NC(CO)(C)C (2-amino-2-methyl-1-propanol), 0C, FC(C1=CC=C(C(=O)Cl)C=C1)(F)F (4-(trifluoromethyl)benzoyl chloride). The solvent is ClCCl (dichloromethane). Conditions: time 16 hour. Product: CC1(N=C(OC1)C1=CC=C(C=C1)C(F)(F)F)C (4,5-Dihydro-4,4-dimethyl-2-[4-trifluoromethylphenyl]oxazole). RXN SMILES: [NH2:1][C:2]([CH3:6])([CH3:5])[CH2:3][OH:4].[F:7][C:8]([F:19])([F:18])[C:9]1[CH:17]=[CH:16][C:12]([C:13](Cl)=O)=[CH:11][CH:10]=1>ClCCl>[CH3:5][C:2]1([CH3:6])[CH2:3][O:4][C:13]([C:12]2[CH:11]=[CH:10][C:9]([C:8]([F:7])([F:18])[F:19])=[CH:17][CH:16]=2)=[N:1]1. Procedure: To a solution of 2-amino-2-methyl-1-propanol (21.4 g) in dichloromethane (100 ml) at 0C was added dropwise a solution of 4-(trifluoromethyl)benzoyl chloride (25 g). The mixture was stirred at room temperature for 16 hours, washed with 2M HCl then sodium bicarbonate solution, dried (MgSO4) and evaporated. The residue was dissolved in dichloromethane (100 ml) and treated with thionyl chloride (14 ml) at 0C. The mixture was stirred at room temperature for 2 hours and evaporated. The residue was par... Starting materials: Cl.ONC(=O)C1(CCN(CC1)CC#C)S(=O)(=O)C1=CC=C(C=C1)SC1=CC=CC=C1 (N-hydroxy-4-[[4-(phenylthio)phenyl]sulfonyl]-1-(2-propynyl)-4-piperidinecarboxamide, monohydrochloride), C(=O)([O-])[O-].[K+].[K+] (K2CO3), C1(CCCCC1)S (cyclohexylmercaptan). Solvent: CN(C)C=O (DMF). The product is Cl.C1(CCCCC1)SC1=CC=C(C=C1)S(=O)(=O)C1(CCNCC1)C(=O)NO (4-[[4-(cyclohexylthio)phenyl]sulfonyl]-N-hydroxy-4-piperidinecarboxamide, monohydrochloride). Yield: 67.0%. As a reaction SMILES: [ClH:1].[OH:2][NH:3][C:4]([C:6]1([S:15]([C:18]2[CH:23]=[CH:22][C:21]([S:24][C:25]3[CH:30]=[CH:29][CH:28]=[CH:27][CH:26]=3)=[CH:20][CH:19]=2)(=[O:17])=[O:16])[CH2:11][CH2:10][N:9](CC#C)[CH2:8][CH2:7]1)=[O:5].C([O-])([O-])=O.[K+].[K+].C1(S)CCCCC1>CN(C=O)C>[ClH:1].[CH:25]1([S:24][C:21]2[CH:20]=[CH:19][C:18]([S:15]([C:6]3([C:4]([NH:3][OH:2])=[O:5])[CH2:7][CH2:8][NH:9][CH2:10][CH2:11]3)(=[O:17])=[O:16])=[CH:23][CH:22]=2)[CH2:26][CH2:27][CH2:28][CH2:29][CH2:30]1 |f:0.1,2.3.4,7.8|. Procedure details: Part A: To a solution of the sulfone of Example 9, part D (10.1 g, 24.0 mmol) in DMF (20 mL) were added K2CO3 (5.0 g, 36.0 mmol) and cyclohexylmercaptan (4.4 mL, 36.0 mmol), and the solution was heated at 85 degrees Celsius for 6.5 hours. The solution was partitioned between ethyl acetate and H2O. The organic layer was washed with saturated NaCl and dried over magnesium sulfate. Chromatography (on silica, ethyl acetate/hexane) provided the sulfide as a oil (8.2 g, 67%).